This data is from the Open Reaction Database (ORD), a public repository of structured organic reaction records. The task is: describe an organic reaction: reactants, conditions, products, and yield Starting materials: IC=1C=C2/C(/C(NC(C2=CC1)=O)=O)=C/NC1=CC=C(C=C1)N1CCNCC1 ((4Z)-6-Iodo-4-{[(4-piperazin-1-ylphenyl)amino]methylene}isoquinoline-1,3(2H,4H)-dione), C(C)(=O)O[BH-](OC(C)=O)OC(C)=O.[Na+] (sodium triacetoxyborohydride), O1C(=CC=C1)C=O (furan-2-carbaldehyde), C(C)(=O)O (acetic acid), C([O-])(O)=O.[Na+] (sodium bicarbonate). The solvent is CN1C(CCC1)=O (N-methylpyrrolidinone), C(Cl)Cl (methylene chloride), C(Cl)Cl (methylene chloride). Conditions: time 40 minute. Yields the product O1C(=CC=C1)CN1CCN(CC1)C1=CC=C(C=C1)N\C=C\1/C(NC(C2=CC=C(C=C12)I)=O)=O ((4Z)-4-[({4-[4-(2-Furylmethyl)piperazin-1-yl]phenyl}amino)methylene]-6-iodoisoquinoline-1,3(2H,4H)-dione). The yield is 88.4%. Reaction SMILES: [I:1][C:2]1[CH:3]=[C:4]2[C:9](=[CH:10][CH:11]=1)[C:8](=[O:12])[NH:7][C:6](=[O:13])/[C:5]/2=[CH:14]\[NH:15][C:16]1[CH:21]=[CH:20][C:19]([N:22]2[CH2:27][CH2:26][NH:25][CH2:24][CH2:23]2)=[CH:18][CH:17]=1.C(O[BH-](OC(=O)C)OC(=O)C)(=O)C.[Na+].[O:42]1[CH:46]=[CH:45][CH:44]=[C:43]1[CH:47]=O.C(O)(=O)C.C(=O)(O)[O-].[Na+]>CN1CCCC1=O.C(Cl)Cl>[O:42]1[CH:46]=[CH:45][CH:44]=[C:43]1[CH2:47][N:25]1[CH2:24][CH2:23][N:22]([C:19]2[CH:18]=[CH:17][C:16]([NH:15]/[CH:14]=[C:5]3\[C:6](=[O:13])[NH:7][C:8](=[O:12])[C:9]4[C:4]\3=[CH:3][C:2]([I:1])=[CH:11][CH:10]=4)=[CH:21][CH:20]=2)[CH2:27][CH2:26]1 |f:1.2,5.6|. Procedure details: (4Z)-6-Iodo-4-{[(4-piperazin-1-ylphenyl)amino]methylene}isoquinoline-1,3(2H,4H)-dione (47.4 mg, 0.1 mmol) is dissolved in N-methylpyrrolidinone (1 mL) and methylene chloride (0.3 mL), followed by addition of sodium triacetoxyborohydride (244 mg, 1.15 mmol), furan-2-carbaldehyde (0.214 mL, 2.58 mmol) and acetic acid (0.15 mL, 2.6 mmol). After stirring at room temperature for 40 min, methylene chloride and saturated sodium bicarbonate solution were added. The organic layer is separated and dried t... Starting materials: CN(C=O)C (dimethylformamide), S(=O)(Cl)Cl (thionyl chloride), CC1S[C@H]2N(C(=C1)C(=O)O)C(C2N)=O (2-methyl-7-amino-3-cephem-4-carboxylic acid), C(C)[Si](CC)(CC)C(C(=O)N)[Si](CC)(CC)CC (bis(triethylsilyl)acetamide). Run in O (water), ClCCl (dichloromethane). Conditions: temperature 50 celsius, time 30 minute. Yields the product CC1S[C@H]2N(C(=C1)C(=O)O)C(C2NC(C(C=2SC=CC2)O)=O)=O (2-methyl-7-[2-hydroxy-2-(2-thienyl)-acetamido]-3-cephem-4-carboxylic acid). Yield: 148.5%. RXN SMILES: CN(C)[CH:3]=[O:4].S(Cl)(Cl)=O.[CH3:10][CH:11]1[CH:16]=[C:15]([C:17]([OH:19])=[O:18])[N:14]2[C:20](=[O:23])[CH:21]([NH2:22])[C@H:13]2[S:12]1.C([Si]([CH:31]([Si](CC)(CC)CC)[C:32](N)=[O:33])(CC)CC)C>O.ClCCl>[CH3:10][CH:11]1[CH:16]=[C:15]([C:17]([OH:19])=[O:18])[N:14]2[C:20](=[O:23])[CH:21]([NH:22][C:3](=[O:4])[CH:32]([OH:33])[C:31]3[S:12][CH:11]=[CH:16][CH:15]=3)[C@H:13]2[S:12]1. Procedure: A mixture of dimethylformamide (0.805 g) and thionyl chloride (1.55 g) was warmed for 30 minutes at 50° C. with enough shaking, and then excess thionyl chloride was removed under reduced pressure. The residual crystals were washed twice with a small amount of absolute ether, and then ether was removed under reduced pressure. The residual crystals were dissolved in dried dichloromethane (40 ml), and to the solution was added at 0° C. thienylglycolic acid (0.95 g). The mixture was cooled at -50° C... The reactants are C1CCOC1, CNC, C=CS(=O)(=O)N1CCN(c2nc(N3CCOCC3)nc(-n3c(C(F)F)nc4c(OC)cccc43)n2)CC1. Yields the product COc1cccc2c1nc(C(F)F)n2-c1nc(N2CCOCC2)nc(N2CCN(S(=O)(=O)CCN(C)C)CC2)n1. Reaction SMILES: [CH2:41]1[O:42][CH2:43][CH2:44][CH2:45]1.[CH3:38][NH:39][CH3:40].[F:1][CH:2]([c:3]1[n:4][c:5]2[c:6]([n:7]1-[c:8]1[n:9][c:10]([N:20]3[CH2:21][CH2:22][N:23]([S:26](=[O:27])(=[O:28])[CH:29]=[CH2:30])[CH2:24][CH2:25]3)[n:11][c:12]([N:14]3[CH2:15][CH2:16][O:17][CH2:18][CH2:19]3)[n:13]1)[cH:31][cH:32][cH:33][c:34]2[O:35][CH3:36])[F:37]>>[F:1][CH:2]([c:3]1[n:4][c:5]2[c:6]([n:7]1-[c:8]1[n:9][c:10]([N:20]3[CH2:21][CH2:22][N:23]([S:26](=[O:27])(=[O:28])[CH2:29][CH2:30][N:39]([CH3:38])[CH3:40])[CH2:24][CH2:25]3)[n:11][c:12]([N:14]3[CH2:15][CH2:16][O:17][CH2:18][CH2:19]3)[n:13]1)[cH:31][cH:32][cH:33][c:34]2[O:35][CH3:36])[F:37].